Dataset: the Open Reaction Database (ORD), a public repository of structured organic reaction records. Task: describe an organic reaction: reactants, conditions, products, and yield Reactants: C(\C=C\C(=O)O)(=O)O (fumaric acid), BrC1=C(C=CC=C1)SC1=C(C=C(C=C1)C)C (1-(2-Bromo-phenylsulfanyl)-2,4-dimethyl-benzene), C(=O)(OC(C)(C)C)N1CCNCC1 (boc-piperazine), C=1C=CC(=CC1)P(C=2C=CC=CC2)C3=CC=C4C=CC=CC4=C3C5=C6C=CC=CC6=CC=C5P(C=7C=CC=CC7)C=8C=CC=CC8 (rac-BINAP). Reagents/catalysts: C=1C=CC(=CC1)/C=C/C(=O)/C=C/C2=CC=CC=C2.C=1C=CC(=CC1)/C=C/C(=O)/C=C/C2=CC=CC=C2.C=1C=CC(=CC1)/C=C/C(=O)/C=C/C2=CC=CC=C2.[Pd].[Pd] (Pd2dba3). Run in CO (MeOH), C1(=CC=CC=C1)C (toluene). Run at temperature 80 celsius, time 15 minute. Product: C(\C=C\C(=O)O)(=O)O.CC1=C(C=CC(=C1)C)SC1=C(C=CC=C1)N1CCNCC1 (1-[2-(2,4-Dimethyl-phenylsulfanyl)-phenyl]-piperazine fumarate). Isolated yield 64.7%. As a reaction SMILES: Br[C:2]1[CH:7]=[CH:6][CH:5]=[CH:4][C:3]=1[S:8][C:9]1[CH:14]=[CH:13][C:12]([CH3:15])=[CH:11][C:10]=1[CH3:16].C([N:24]1[CH2:29][CH2:28][NH:27][CH2:26][CH2:25]1)(OC(C)(C)C)=O.C1C=CC(P(C2C(C3C(P(C4C=CC=CC=4)C4C=CC=CC=4)=CC=C4C=3C=CC=C4)=C3C(C=CC=C3)=CC=2)C2C=CC=CC=2)=CC=1.[C:76]([OH:83])(=[O:82])/[CH:77]=[CH:78]/[C:79]([OH:81])=[O:80]>C1(C)C=CC=CC=1.CO.C1C=CC(/C=C/C(/C=C/C2C=CC=CC=2)=O)=CC=1.C1C=CC(/C=C/C(/C=C/C2C=CC=CC=2)=O)=CC=1.C1C=CC(/C=C/C(/C=C/C2C=CC=CC=2)=O)=CC=1.[Pd].[Pd]>[C:76]([OH:83])(=[O:82])/[CH:77]=[CH:78]/[C:79]([OH:81])=[O:80].[CH3:16][C:10]1[CH:11]=[C:12]([CH3:15])[CH:13]=[CH:14][C:9]=1[S:8][C:3]1[CH:4]=[CH:5][CH:6]=[CH:7][C:2]=1[N:24]1[CH2:29][CH2:28][NH:27][CH2:26][CH2:25]1 |f:6.7.8.9.10,11.12|. Procedure: A solution of 10 gram 1-(2-Bromo-phenylsulfanyl)-2,4-dimethyl-benzene (34 mmol) in 50 ml dry toluene was added 7 gram boc-piperazine (38 mmol), degassed with nitrogen for 5 minutes, added 312 mg Pd2dba3 (2 mol-%) and 637 mg rac-BINAP (3 mol-%), degassed for another 5 minutes before adding 3.9 gram ButONa (41 mmol) and heated to 80° C. for 15 hours. The reaction mixture was cooled to RT and extracted twice with 20 ml 15% brine, dried over Na2SO4, added charcoal, refluxed for 15 minutes, filtered ...